This data is from the Open Reaction Database (ORD), a public repository of structured organic reaction records. The task is: describe an organic reaction: reactants, conditions, products, and yield The reactants are BrC1=CC=C(C=C1)C=CC1(N=C(OC1)C)CO[Si](C)(C)C(C)(C)C (4-[2-(4-Bromophenyl)vinyl]-4-(t-butyldimethylsilanyloxymethyl)-2-methyl-4,5-dihydrooxazole). Run in C(C)O (ethanol), C1=CC=C(C=C1)P(C2=CC=CC=C2)C3=CC=CC=C3.C1=CC=C(C=C1)P(C2=CC=CC=C2)C3=CC=CC=C3.C1=CC=C(C=C1)P(C2=CC=CC=C2)C3=CC=CC=C3.[Cl-].[Rh] (chlorotris(triphenylphosphine)rhodium(I)). Reaction conditions: temperature 40 celsius, time 12 hour. Product: BrC1=CC=C(C=C1)CCC1(N=C(OC1)C)CO[Si](C)(C)C(C)(C)C (4-[2-(4-Bromophenyl)ethyl]-4-(t-butyldimethylsilanyloxymethyl)-2-methyl-4,5-dihydrooxazole). Reaction SMILES: [Br:1][C:2]1[CH:7]=[CH:6][C:5]([CH:8]=[CH:9][C:10]2([CH2:16][O:17][Si:18]([C:21]([CH3:24])([CH3:23])[CH3:22])([CH3:20])[CH3:19])[CH2:14][O:13][C:12]([CH3:15])=[N:11]2)=[CH:4][CH:3]=1>C(O)C.C1C=CC(P(C2C=CC=CC=2)C2C=CC=CC=2)=CC=1.C1C=CC(P(C2C=CC=CC=2)C2C=CC=CC=2)=CC=1.C1C=CC(P(C2C=CC=CC=2)C2C=CC=CC=2)=CC=1.[Cl-].[Rh]>[Br:1][C:2]1[CH:7]=[CH:6][C:5]([CH2:8][CH2:9][C:10]2([CH2:16][O:17][Si:18]([C:21]([CH3:24])([CH3:23])[CH3:22])([CH3:20])[CH3:19])[CH2:14][O:13][C:12]([CH3:15])=[N:11]2)=[CH:4][CH:3]=1 |f:2.3.4.5.6|. Procedure details: 4-[2-(4-Bromophenyl)vinyl]-4-(t-butyldimethylsilanyloxymethyl)-2-methyl-4,5-dihydrooxazole (3 mmol) is dissolved in ethanol (15 mL) and hydrogenated at atmospheric pressure in the presence of chlorotris(triphenylphosphine)rhodium(I) (10%). The mixture is stirred at 40° C. for 12 h. After filtration and concentration, the crude product is obtained as colorless oil, which is used directly in the next step without further purification. MS: (ES+): 412.1 (M+1)+. The reactants are O1CCCC1 (tetrahydrofuran), BrC=1C=C2C=CNC2=NC1 (5-bromo-7-azaindole), N1C=CC2=CC=CN=C12 (7-azaindole), Heterocycles, COC=1C=C(C=CC1OC)B(O)O (3,4-dimethoxyphenyl boronic acid). The reagents and catalysts are C=1C=CC(=CC1)[P](C=2C=CC=CC2)(C=3C=CC=CC3)[Pd]([P](C=4C=CC=CC4)(C=5C=CC=CC5)C=6C=CC=CC6)([P](C=7C=CC=CC7)(C=8C=CC=CC8)C=9C=CC=CC9)[P](C=1C=CC=CC1)(C=1C=CC=CC1)C=1C=CC=CC1 (tetrakis(triphenylphosphine)palladium(0)). The solvent is C([O-])([O-])=O.[K+].[K+] (potassium carbonate), O (water), C(C)(=O)OCC (Ethyl acetate). Reaction conditions: temperature 120 celsius. The product is COC=1C=C(C=CC1OC)C=1C=C2C(=NC1)NC=C2 (5-(3,4-Dimethoxy-phenyl)-1H-pyrrolo[2,3-b]pyridine). Isolated yield 40.9%. RXN SMILES: Br[C:2]1[CH:3]=[C:4]2[C:8](=[N:9][CH:10]=1)[NH:7][CH:6]=[CH:5]2.N1C2C(=CC=CN=2)C=C1.[CH3:20][O:21][C:22]1[CH:23]=[C:24](B(O)O)[CH:25]=[CH:26][C:27]=1[O:28][CH3:29].O1CCCC1>C(=O)([O-])[O-].[K+].[K+].C1C=CC([P]([Pd]([P](C2C=CC=CC=2)(C2C=CC=CC=2)C2C=CC=CC=2)([P](C2C=CC=CC=2)(C2C=CC=CC=2)C2C=CC=CC=2)[P](C2C=CC=CC=2)(C2C=CC=CC=2)C2C=CC=CC=2)(C2C=CC=CC=2)C2C=CC=CC=2)=CC=1.O.C(OCC)(=O)C>[CH3:20][O:21][C:22]1[CH:23]=[C:24]([C:2]2[CH:3]=[C:4]3[CH:5]=[CH:6][NH:7][C:8]3=[N:9][CH:10]=2)[CH:25]=[CH:26][C:27]=1[O:28][CH3:29] |f:4.5.6,^1:47,49,68,87|. Procedure: In a microwave safe tube, 5-bromo-7-azaindole (81, 392 mg, 1.99 mmol), prepared from 7-azaindole following the published procedure (Marie-Claude, Viaud, Heterocycles, 1999, 50, 1065-1080), 3,4-dimethoxyphenyl boronic acid (905 mg, 4.97 mmol), and tetrakis(triphenylphosphine)palladium(0) (11 mg, 0.099 mol) were mixed in 1.0 M of potassium carbonate (6.0 mL) and tetrahydrofuran (9.5 mL, 0.12 mol). The resulting mixture was heated at 120° C. in a CEM Discover microwave unit for 10 minutes. Ethyl ac... The solvent is CC(C)O (2-propanol). Product: FC1=CC=C(C=C1)N1C([C@@H]([C@H]1C1=CC=C(C=C1)O)CC[C@H](O)C1=CC=C(C=C1)F)=O ((3R,4S)-1-(4-Fluorophenyl)-3-[(S)-3-(4-fluorophenyl)-3-hydroxypropyl]-4-(4-hydroxyphenyl)-azetidin-2-one). Procedure: 5.0 g (9.6 mmol) (3R,4S)-4-[4-(tert-butyl-dimethyl-silanyl-oxy)-phenyl]-1-(4-fluorophenyl)-3-[(S)-3-(4-fluorophenyl)-3-hydroxypropyl]-azetidin-2-on (XI, R4=TBDMS) was solved in 35 ml 2-propanol and 10 ml 2M sulphuric acid solution is added. The solution is heated at 60-70° C. for 1-2 h, and then it was allowed to cool. The product was crystallized by adding ion-free water. The crystalline product was filtered out and washed with water to neutral. Reactants: C(C)(C)(C)[Si](OC1=CC=C(C=C1)[C@@H]1[C@H](C(N1C1=CC=C(C=C1)F)=O)CC[C@H](O)C1=CC=C(C=C1)F)(C)C ((3R,4S)-4-[4-(tert-butyl-dimethyl-silanyl-oxy)-phenyl]-1-(4-fluorophenyl)-3-[(S)-3-(4-fluorophenyl)-3-hydroxypropyl]-azetidin-2-on), S(O)(O)(=O)=O (sulphuric acid). Reaction SMILES: C([Si](C)(C)[O:6][C:7]1[CH:12]=[CH:11][C:10]([C@H:13]2[N:16]([C:17]3[CH:22]=[CH:21][C:20]([F:23])=[CH:19][CH:18]=3)[C:15](=[O:24])[C@@H:14]2[CH2:25][CH2:26][C@@H:27]([C:29]2[CH:34]=[CH:33][C:32]([F:35])=[CH:31][CH:30]=2)[OH:28])=[CH:9][CH:8]=1)(C)(C)C.S(=O)(=O)(O)O>CC(O)C>[F:23][C:20]1[CH:19]=[CH:18][C:17]([N:16]2[C@H:13]([C:10]3[CH:9]=[CH:8][C:7]([OH:6])=[CH:12][CH:11]=3)[C@@H:14]([CH2:25][CH2:26][C@@H:27]([C:29]3[CH:30]=[CH:31][C:32]([F:35])=[CH:33][CH:34]=3)[OH:28])[C:15]2=[O:24])=[CH:22][CH:21]=1. Conditions: temperature 65 celsius. Starting materials: CS(=O)(=O)Cl, [Cl-], ClCCl, CCCC(CCC)N1Cc2c(C(=O)OC)cc(N)cc2C1=O, [Na+], O, c1ccncc1. Yields the product CCCC(CCC)N1Cc2c(C(=O)OC)cc(NS(C)(=O)=O)cc2C1=O. Reaction SMILES: [CH3:7][S:8]([Cl:9])(=[O:10])=[O:11].[Cl-:14].[Cl:37][CH2:38][Cl:39].[NH2:15][c:16]1[cH:17][c:18]([C:33](=[O:34])[O:35][CH3:36])[c:19]2[c:23]([cH:24]1)[C:22](=[O:25])[N:21]([CH:26]([CH2:27][CH2:28][CH3:29])[CH2:30][CH2:31][CH3:32])[CH2:20]2.[Na+:13].[OH2:12].[cH:1]1[cH:2][cH:3][n:4][cH:5][cH:6]1>>[CH3:7][S:8](=[O:10])(=[O:11])[NH:15][c:16]1[cH:17][c:18]([C:33](=[O:34])[O:35][CH3:36])[c:19]2[c:23]([cH:24]1)[C:22](=[O:25])[N:21]([CH:26]([CH2:27][CH2:28][CH3:29])[CH2:30][CH2:31][CH3:32])[CH2:20]2. Reactants: CC1=CC=C(C=C1)S(=O)(=O)OC[C@@H]1[C@H]([C@@H]([C@H]2N=C(S[C@H]2O1)N1CCC1)O)O (((3aR,5R,6S,7R,7aR)-2-(azetidin-1-yl)-6,7-dihydroxy-5,6,7,7a-tetrahydro-3aH-pyrano[3,2-d]thiazol-5-yl)methyl 4-methylbenzenesulfonate), C1(CCCC1)N (cyclopentanamine). Run at time 5 minute. Yields the product N1(CCC1)C=1S[C@@H]2[C@H](N1)[C@H]([C@@H]([C@H](O2)CNC2CCCC2)O)O ((3aR,5R,6S,7R,7aR)-2-(azetidin-1-yl)-5-((cyclopentylamino)methyl)-5,6,7,7a-tetrahydro-3aH-pyrano[3,2-d]thiazole-6,7-diol). Yield: 11.0%. As a reaction SMILES: CC1C=CC(S(O[CH2:12][C@H:13]2[O:21][C@H:20]3[C@H:16]([N:17]=[C:18]([N:22]4[CH2:25][CH2:24][CH2:23]4)[S:19]3)[C@@H:15]([OH:26])[C@@H:14]2[OH:27])(=O)=O)=CC=1.[CH:28]1([NH2:33])[CH2:32][CH2:31][CH2:30][CH2:29]1>>[N:22]1([C:18]2[S:19][C@H:20]3[O:21][C@H:13]([CH2:12][NH:33][CH:28]4[CH2:32][CH2:31][CH2:30][CH2:29]4)[C@@H:14]([OH:27])[C@H:15]([OH:26])[C@H:16]3[N:17]=2)[CH2:23][CH2:24][CH2:25]1. Reported procedure: A solution of ((3aR,5R,6S,7R,7aR)-2-(azetidin-1-yl)-6,7-dihydroxy-5,6,7,7a-tetrahydro-3aH-pyrano[3,2-d]thiazol-5-yl)methyl 4-methylbenzenesulfonate (350 mg, 0.85 mmol) in cyclopentanamine (3 mL) was heated to 50° C. for overnight. The reaction mixture was condensed under vacuum to give a residue, which was purified by Prep-HPLC with the following conditions [(Agilent 1200 prep HPLC): Column, x-Bridge 19*50 mm; mobile phase, Water with 0.05% NH4OH and CH3CN (15% CH3CN up to 28.6% in 5 min Flow ra... The product is ClC1=NC2=CC(=C(C=C2C(=N1)NC1=CC=C(C=C1)OC)OC)OC ((2-Chloro-6,7-dimethoxyquinazolin-4-yl)-(4-methoxy-phenyl)-amine), powder. The reactants are ClC1=NC2=CC(=C(C=C2C(=N1)Cl)OC)OC (2,4-dichloro-6,7-dimetoxyquinazoline), COC1=CC=C(N)C=C1 (4-methoxyaniline). Yield: 10.0%. RXN SMILES: [Cl:1][C:2]1[N:11]=[C:10](Cl)[C:9]2[C:4](=[CH:5][C:6]([O:15][CH3:16])=[C:7]([O:13][CH3:14])[CH:8]=2)[N:3]=1.[CH3:17][O:18][C:19]1[CH:25]=[CH:24][C:22]([NH2:23])=[CH:21][CH:20]=1>>[Cl:1][C:2]1[N:11]=[C:10]([NH:23][C:22]2[CH:24]=[CH:25][C:19]([O:18][CH3:17])=[CH:20][CH:21]=2)[C:9]2[C:4](=[CH:5][C:6]([O:15][CH3:16])=[C:7]([O:13][CH3:14])[CH:8]=2)[N:3]=1. Reported procedure: The title compound was prepared from 2,4-dichloro-6,7-dimetoxyquinazoline (100 mg, 0.386 mmol) and 4-methoxyaniline (49 mg, 0.386 mmol) by a procedure similar to example 1b and was isolated as white powder (10 mg, 10%). 1H NMR (CDCl3): 8.10 (s, 1H), 7.70-7.68 (m, 2H), 7.23 (s, 1H), 6.96-6.94 (m, 2H), 4.07 (s, 3H), 3.99 (s, 3H), 3.85 (s, 3H). Reactants: C(=O)NC=1SC=C(N1)C(C(=O)O)=NOCC#N (2-(2-formamidothiazol-4-yl)-2-cyanomethoxyiminoacetic acid), Cl (hydrochloric acid). Solvent: CO (methanol). Yields the product NC=1SC=C(N1)C(C(=O)O)=NOCC#N (2-(2-aminothiazol-4-yl)-2-cyanomethoxyiminoacetic acid). Yield: 92.9%. RXN SMILES: C([NH:3][C:4]1[S:5][CH:6]=[C:7]([C:9](=[N:13][O:14][CH2:15][C:16]#[N:17])[C:10]([OH:12])=[O:11])[N:8]=1)=O.Cl>CO>[NH2:3][C:4]1[S:5][CH:6]=[C:7]([C:9](=[N:13][O:14][CH2:15][C:16]#[N:17])[C:10]([OH:12])=[O:11])[N:8]=1. Reported procedure: A solution of 2-(2-formamidothiazol-4-yl)-2-cyanomethoxyiminoacetic acid (syn isomer, 2.54 g) and conc. hydrochloric acid (3 ml) in methanol (30 ml) was stirred at room temperature for an hour. After removing methanol from the resultant mixture in vacuo, water was added to the residue and adjusted to pH 3.3 with an aqueous solution of sodium bicarbonate under ice-cooling. The precipitates were collected by filtration to give 2-(2-aminothiazol-4-yl)-2-cyanomethoxyiminoacetic acid (syn isomer, 2.1... The reactants are COc1cc2c(cc1Br)C(C(C)C)=CCC2(C)C, CCS, CCOC(C)=O, Cl, [H-], [Na+], CN(C)C=O, O. Yields the product CC(C)C1=CCC(C)(C)c2cc(O)c(Br)cc21. Reaction SMILES: [Br:6][c:7]1[cH:8][c:9]2[c:14]([cH:15][c:16]1[O:17][CH3:18])[C:13]([CH3:19])([CH3:20])[CH2:12][CH:11]=[C:10]2[CH:21]([CH3:22])[CH3:23].[CH2:3]([SH:4])[CH3:5].[CH3:31][CH2:32][O:33][C:34](=[O:35])[CH3:36].[ClH:24].[H-:1].[Na+:2].[O:25]=[CH:26][N:27]([CH3:28])[CH3:29].[OH2:30]>>[Br:6][c:7]1[cH:8][c:9]2[c:14]([cH:15][c:16]1[OH:17])[C:13]([CH3:19])([CH3:20])[CH2:12][CH:11]=[C:10]2[CH:21]([CH3:22])[CH3:23].